From a dataset of the Open Reaction Database (ORD), a public repository of structured organic reaction records. describe an organic reaction: reactants, conditions, products, and yield Reactants: BrC=1C=CC(=C(C=O)C1)F (5-bromo-2-fluorobenzaldehyde), solution, C(CCC)[Li] (n-butyllithium). The reagents and catalysts are [Br-].C(C)[P+](C1=CC=CC=C1)(C1=CC=CC=C1)C1=CC=CC=C1 (ethyltriphenylphosphonium bromide). Run in C1CCOC1 (THF), C1CCOC1 (THF), CCCCCC (hexane). Conditions: temperature -50 celsius, time 1 hour. The product is BrC1=CC(=C(C=C1)F)C=CC (4-Bromo-1-fluoro-2-(1-propenyl)benzene). As a reaction SMILES: [CH2:1]([Li])[CH2:2]CC.[Br:6][C:7]1[CH:8]=[CH:9][C:10]([F:15])=[C:11]([CH:14]=1)[CH:12]=O>[Br-].C([P+](C1C=CC=CC=1)(C1C=CC=CC=1)C1C=CC=CC=1)C.CCCCCC.C1COCC1>[Br:6][C:7]1[CH:8]=[CH:9][C:10]([F:15])=[C:11]([CH:12]=[CH:1][CH3:2])[CH:14]=1 |f:2.3|. Procedure: A mixture of 16.5 g (0.044 mol) of ethyltriphenylphosphonium bromide and 387 ml of anhydrous THF is cooled to -50° C. under a nitrogen atmosphere. 27.8 ml (0.044 mol) of a 1.6M solution of n-butyllithium in hexane are added dropwise. The mixture is allowed to return to 0° and is stirred for 1 h at 0° C. The mixture is cooled to -30° C. and a solution of 8.8 g (0.0433 mol) of 5-bromo-2-fluorobenzaldehyde in 43 ml of anhydrous THF is added dropwise. The mixture is stirred overnight at room tempera... Reactants: Cl.C(C)OC(=O)C1(C(NC2=CC3=C(N=C(N3)C3=CC=NC=C3)C=C21)=O)C (7-ethoxycarbonyl-7-methyl-2-(4-pyridyl)-6,7-dihydro-3H,5H-pyrrolo[2,3-f]benzimidazol-6-one hydrochloride), C(C)O (ethanol), O.NN (hydrazine hydrate). Run in CO (methanol). Product: N(N)C(=O)C1(C(NC2=CC3=C(N=C(N3)C3=CC=NC=C3)C=C21)=O)C (7-Hydrazinocarbonyl-7-methyl-2-(4-pyridyl)-6,7-dihydro-3H,5H-pyrrolo[2,3-f]benzimidazol-6-one). RXN SMILES: Cl.C(O[C:5]([C:7]1([CH3:26])[C:24]2[C:10](=[CH:11][C:12]3[NH:16][C:15]([C:17]4[CH:22]=[CH:21][N:20]=[CH:19][CH:18]=4)=[N:14][C:13]=3[CH:23]=2)[NH:9][C:8]1=[O:25])=[O:6])C.C(O)C.O.[NH2:31][NH2:32]>CO>[NH:31]([C:5]([C:7]1([CH3:26])[C:24]2[C:10](=[CH:11][C:12]3[NH:16][C:15]([C:17]4[CH:22]=[CH:21][N:20]=[CH:19][CH:18]=4)=[N:14][C:13]=3[CH:23]=2)[NH:9][C:8]1=[O:25])=[O:6])[NH2:32] |f:0.1,3.4|. Reported procedure: A solution of 1 g. (2.7 mmol) 7-ethoxycarbonyl-7-methyl-2-(4-pyridyl)-6,7-dihydro-3H,5H-pyrrolo[2,3-f]benzimidazol-6-one hydrochloride in 30 ml. ethanol is stirred at 80° C. for about 8 hours with 6 ml. hydrazine hydrate. Subsequently, the reaction mixture is filtered with suction, the product obtained is boiled up with a solution of 1000 ml. methanol and 500 ml. methylene chloride, concentrated somewhat and the crystals obtained are filtered off with suction, washed with methanol and dried. Yie... Reactants: C1CCN(CC1)C(=O)N=NC(=O)N2CCCCC2 (ADDP), C(CCC)P(CCCC)CCCC (tri-n-butylphosphine), COC(CC1=CSC2=C1C(=CC(=C2F)O)Cl)=O (methyl(4-chloro-7-fluoro-6-hydroxy-1-benzothiophen-3-yl)acetate), CN1N=C(C=C1CO)C(F)(F)F ((1-methyl-3-(trifluoromethyl)-1H-pyrazol-5-yl)methanol). Solvent: C1CCOC1 (THF). Conditions: time 1 hour. Yields the product COC(CC1=CSC2=C1C(=CC(=C2F)OCC2=CC(=NN2C)C(F)(F)F)Cl)=O (Methyl(4-chloro-7-fluoro-6-((1-methyl-3-(trifluoromethyl)-1H-pyrazol-5-yl)methoxy)-1-benzothiophen-3-yl)acetate). Isolated yield 88.9%. As a reaction SMILES: C(P(CCCC)CCCC)CCC.[CH3:14][O:15][C:16](=[O:30])[CH2:17][C:18]1[C:22]2[C:23]([Cl:29])=[CH:24][C:25]([OH:28])=[C:26]([F:27])[C:21]=2[S:20][CH:19]=1.[CH3:31][N:32]1[C:36]([CH2:37]O)=[CH:35][C:34]([C:39]([F:42])([F:41])[F:40])=[N:33]1.C1CCN(C(N=NC(N2CCCCC2)=O)=O)CC1>C1COCC1>[CH3:14][O:15][C:16](=[O:30])[CH2:17][C:18]1[C:22]2[C:23]([Cl:29])=[CH:24][C:25]([O:28][CH2:37][C:36]3[N:32]([CH3:31])[N:33]=[C:34]([C:39]([F:42])([F:40])[F:41])[CH:35]=3)=[C:26]([F:27])[C:21]=2[S:20][CH:19]=1. Procedure details: To a mixture of tri-n-butylphosphine (0.249 mL), methyl(4-chloro-7-fluoro-6-hydroxy-1-benzothiophen-3-yl)acetate (109.7 mg), (1-methyl-3-(trifluoromethyl)-1H-pyrazol-5-yl)methanol (86 mg) and THF (4.0 mL) was added ADDP (202 mg) at room temperature. The mixture was stirred at room temperature under nitrogen atmosphere for 1 h. The mixture was concentrated. To the residue was added IPE and the precipitate was filtered off. The filtrate was concentrated in vacuo. The residue was purified by silica...